This data is from the Open Reaction Database (ORD), a public repository of structured organic reaction records. The task is: describe an organic reaction: reactants, conditions, products, and yield Starting materials: [BH4-], CNC(=O)c1ccc(F)c2c(C(=O)C(=O)N3CCN(C(=O)c4ccccc4)CC3)c[nH]c12, CCO, [Na+]. The product is CNC(=O)c1ccc(F)c2c(C(O)C(=O)N3CCN(C(=O)c4ccccc4)CC3)c[nH]c12. RXN SMILES: [BH4-:33].[CH3:1][NH:2][C:3](=[O:4])[c:5]1[cH:6][cH:7][c:8]([F:32])[c:9]2[c:10]([C:14]([C:15](=[O:16])[N:17]3[CH2:18][CH2:19][N:20]([C:23]([c:24]4[cH:25][cH:26][cH:27][cH:28][cH:29]4)=[O:30])[CH2:21][CH2:22]3)=[O:31])[cH:11][nH:12][c:13]12.[CH3:35][CH2:36][OH:37].[Na+:34]>>[CH3:1][NH:2][C:3](=[O:4])[c:5]1[cH:6][cH:7][c:8]([F:32])[c:9]2[c:10]([CH:14]([C:15](=[O:16])[N:17]3[CH2:18][CH2:19][N:20]([C:23]([c:24]4[cH:25][cH:26][cH:27][cH:28][cH:29]4)=[O:30])[CH2:21][CH2:22]3)[OH:31])[cH:11][nH:12][c:13]12. Reactants: [N+](=O)([O-])C1=C2C=COC(C2=CC=C1)=O (5-nitro-isochromen-1-one), Cl.CS(=O)(=O)CCN (2-(methylsulfonyl)ethanamine hydrochloride), CO (methanol). The product is CS(=O)(=O)CCN1C(C2=CC=CC(=C2C=C1)[N+](=O)[O-])=O (2-(2-(Methylsulfonyl)ethyl)-5-nitroisoquinolin-1(2H)-one). RXN SMILES: [N+:1]([C:4]1[CH:13]=[CH:12][CH:11]=[C:10]2[C:5]=1[CH:6]=[CH:7]O[C:9]2=[O:14])([O-:3])=[O:2].Cl.[CH3:16][S:17]([CH2:20][CH2:21][NH2:22])(=[O:19])=[O:18].CO>>[CH3:16][S:17]([CH2:20][CH2:21][N:22]1[CH:7]=[CH:6][C:5]2[C:10](=[CH:11][CH:12]=[CH:13][C:4]=2[N+:1]([O-:3])=[O:2])[C:9]1=[O:14])(=[O:19])=[O:18] |f:1.2|. Reported procedure: Into a round bottom flask was combined 5-nitro-isochromen-1-one (1.5 g, 0.0071 mol), 2-(methylsulfonyl)ethanamine hydrochloride (2.2 g, 0.014 mol) and methanol (45 mL, 1.1 mol). The mixture was heated at reflux for 1.5 hours. The mixture was cooled to room temperature and was concentrated to yield a yellow solid. The solid was taken onto the next step without further purification. Reactants: CCNc1ccc(Cl)cc1, O=C1N(c2ccc(OC(F)(F)F)cc2)CCC12CCNCC2, O=C(Cl)OC(Cl)(Cl)Cl. Product: CCN(C(=O)N1CCC2(CC1)CCN(c1ccc(OC(F)(F)F)cc1)C2=O)c1ccc(Cl)cc1. Reaction SMILES: [Cl:31][c:32]1[cH:33][cH:34][c:35]([NH:38][CH2:39][CH3:40])[cH:36][cH:37]1.[F:1][C:2]([O:3][c:4]1[cH:5][cH:6][c:7]([N:10]2[C:11](=[O:20])[C:12]3([CH2:13][CH2:14]2)[CH2:15][CH2:16][NH:17][CH2:18][CH2:19]3)[cH:8][cH:9]1)([F:21])[F:22].[O:23]=[C:24]([Cl:25])[O:26][C:27]([Cl:28])([Cl:29])[Cl:30]>>[F:1][C:2]([O:3][c:4]1[cH:5][cH:6][c:7]([N:10]2[C:11](=[O:20])[C:12]3([CH2:13][CH2:14]2)[CH2:15][CH2:16][N:17]([C:24](=[O:23])[N:38]([c:35]2[cH:34][cH:33][c:32]([Cl:31])[cH:37][cH:36]2)[CH2:39][CH3:40])[CH2:18][CH2:19]3)[cH:8][cH:9]1)([F:21])[F:22]. The reactants are CC(C)(C)OC(=O)N1CCOC(c2ccc(Br)c(F)c2)C1, N=C(c1ccccc1)c1ccccc1, CC(C)(C)[O-], Cc1ccccc1, [Na+]. Yields the product CC(C)(C)OC(=O)N1CCOC(c2ccc(N=C(c3ccccc3)c3ccccc3)c(F)c2)C1. As a reaction SMILES: [C:1]([CH3:2])([CH3:3])([CH3:4])[O:5][C:6](=[O:7])[N:8]1[CH2:9][CH:10]([c:14]2[cH:15][c:16]([F:21])[c:17]([Br:20])[cH:18][cH:19]2)[O:11][CH2:12][CH2:13]1.[C:22]([c:23]1[cH:24][cH:25][cH:26][cH:27][cH:28]1)([c:29]1[cH:30][cH:31][cH:32][cH:33][cH:34]1)=[NH:35].[CH3:36][C:37]([CH3:38])([O-:39])[CH3:40].[CH3:42][c:43]1[cH:44][cH:45][cH:46][cH:47][cH:48]1.[Na+:41]>>[C:1]([CH3:2])([CH3:3])([CH3:4])[O:5][C:6](=[O:7])[N:8]1[CH2:9][CH:10]([c:14]2[cH:15][c:16]([F:21])[c:17]([N:35]=[C:22]([c:23]3[cH:24][cH:25][cH:26][cH:27][cH:28]3)[c:29]3[cH:30][cH:31][cH:32][cH:33][cH:34]3)[cH:18][cH:19]2)[O:11][CH2:12][CH2:13]1. Reactants: C(C1=CC=CC=C1)N(C1=CC=C(C(=N1)C(=O)OC)CCC(=O)OC)CC1=CC=CC=C1 (methyl 6-(dibenzylamino)-3-(3-methoxy-3-oxopropyl)pyridine-2-carboxylate), [H-].[Na+] (sodium hydride). Reagents/catalysts: CO (methanol). Solvent: O1CCCC1 (tetrahydrofuran). Run at temperature 110 celsius, time 15 minute. Yields the product C(C1=CC=CC=C1)N(C1=CC=C2C(=N1)C(CC2)=O)CC2=CC=CC=C2 (2-(dibenzylamino)-5,6-dihydro-7H-cyclopenta[b]pyridin-7-one). The yield is 73.8%. RXN SMILES: [CH2:1]([N:8]([CH2:25][C:26]1[CH:31]=[CH:30][CH:29]=[CH:28][CH:27]=1)[C:9]1[N:14]=[C:13]([C:15](OC)=[O:16])[C:12]([CH2:19][CH2:20]C(OC)=O)=[CH:11][CH:10]=1)[C:2]1[CH:7]=[CH:6][CH:5]=[CH:4][CH:3]=1.[H-].[Na+]>O1CCCC1.CO>[CH2:1]([N:8]([CH2:25][C:26]1[CH:27]=[CH:28][CH:29]=[CH:30][CH:31]=1)[C:9]1[N:14]=[C:13]2[C:15](=[O:16])[CH2:20][CH2:19][C:12]2=[CH:11][CH:10]=1)[C:2]1[CH:3]=[CH:4][CH:5]=[CH:6][CH:7]=1 |f:1.2|. Procedure: To a suspension of methyl 6-(dibenzylamino)-3-(3-methoxy-3-oxopropyl)pyridine-2-carboxylate (2.02 g, 4.83 mmol) and 60% sodium hydride (386 mg, 9.65 mmol) in tetrahydrofuran (48 mL) was added methanol (1 drop), and the mixture was heated under reflux for 1.5 hr. The reaction solution was concentrated to dryness, 12M hydrochloric acid (24 mL) was added, and the mixture was stirred at 110° C. for 15 min. The reaction solution was diluted with ethyl acetate, neutralized with saturated aqueous sodiu... Reactants: Cuprous chloride, C(C)(C)(C)[Si](OC1C=CC(C1)=O)(C)C (4-(t-butyldimethyl-silyloxy)-2-cyclopentenone), [Li]\C=C\C(CCCCC)O[Si](C)(C)C(C)(C)C (1-lithio-3-(t-butyldimethylsilyloxy)-trans-octene), C(CCC)P(CCCC)CCCC (tri-n-butylphosphine), O=CCCCCCC(=O)OC (methyl 7-ketoheptanoate), [Cl-].[NH4+] (ammonium chloride). The solvent is O1CCCC1 (tetrahydrofuran), CCOCC (ether), CCOCC (ether), CCCCCC (hexane), O1CCCC1 (tetrahydrofuran). Run at temperature -78 celsius, time 10 minute. The product is OC(CCCCCC(OC)=O)C1C(CC(C1\C=C\C(CCCCC)O[Si](C)(C)C(C)(C)C)O[Si](C)(C)C(C)(C)C)=O (2-(1-hydroxy-7-keto-8-oxanonyl)-3-[3-(t-butyldimethylsilyloxy)-1-trans-octenyl]-4-(t-butyldimethylsilyloxy)cyclopentanone). RXN SMILES: C(P(CCCC)CCCC)CCC.[Li]/[CH:15]=[CH:16]/[CH:17]([O:23][Si:24]([C:27]([CH3:30])([CH3:29])[CH3:28])([CH3:26])[CH3:25])[CH2:18][CH2:19][CH2:20][CH2:21][CH3:22].[C:31]([Si:35]([CH3:44])([CH3:43])[O:36][CH:37]1[CH2:41][C:40](=[O:42])[CH:39]=[CH:38]1)([CH3:34])([CH3:33])[CH3:32].[O:45]=[CH:46][CH2:47][CH2:48][CH2:49][CH2:50][CH2:51][C:52]([O:54][CH3:55])=[O:53].[Cl-].[NH4+]>CCOCC.O1CCCC1.CCCCCC>[OH:45][CH:46]([CH:39]1[CH:38](/[CH:15]=[CH:16]/[CH:17]([O:23][Si:24]([C:27]([CH3:30])([CH3:29])[CH3:28])([CH3:26])[CH3:25])[CH2:18][CH2:19][CH2:20][CH2:21][CH3:22])[CH:37]([O:36][Si:35]([C:31]([CH3:34])([CH3:33])[CH3:32])([CH3:44])[CH3:43])[CH2:41][C:40]1=[O:42])[CH2:47][CH2:48][CH2:49][CH2:50][CH2:51][C:52](=[O:53])[O:54][CH3:55] |f:4.5|. Reported procedure: Cuprous chloride (229 mg; 1.2 mmoles) was weighed into a 50 ml flask, and the inside atmosphere of the flask was purged with argon. Anhydrous ether (10 ml) was added, and then 0.60 ml (2.4 mmoles) of tri-n-butylphosphine was added at room temperature, followed by stirring for 10 minutes. The mixture was then cooled to -78° C., and a solution of 1.2 mmoles of dl 1-lithio-3-(t-butyldimethylsilyloxy)-trans-octene in a mixture of anhydrous ether and anhydrous hexane was added. The mixture was stirre... Starting materials: CI, [Cl-], CCCCCC(O)c1cccc(C2(C)OCCO2)c1F, [H-], [NH4+], [Na+], CN(C)C=O. Product: CCCCCC(OC)c1cccc(C2(C)OCCO2)c1F. Reaction SMILES: [CH3:21][I:22].[Cl-:25].[F:1][c:2]1[c:3]([C:15]2([CH3:20])[O:16][CH2:17][CH2:18][O:19]2)[cH:4][cH:5][cH:6][c:7]1[CH:8]([CH2:9][CH2:10][CH2:11][CH2:12][CH3:13])[OH:14].[H-:23].[NH4+:26].[Na+:24].[O:27]=[CH:28][N:29]([CH3:30])[CH3:31]>>[F:1][c:2]1[c:3]([C:15]2([CH3:20])[O:16][CH2:17][CH2:18][O:19]2)[cH:4][cH:5][cH:6][c:7]1[CH:8]([CH2:9][CH2:10][CH2:11][CH2:12][CH3:13])[O:14][CH3:21]. Starting materials: O=C(O)c1ccc(NCCCCCCCCCCCCCCCC(F)(F)F)cc1, OCC(O)CI, [Na+], [OH-], O. The product is O=C(OCC(O)CO)c1ccc(NCCCCCCCCCCCCCCCC(F)(F)F)cc1. RXN SMILES: [F:1][C:2]([CH2:3][CH2:4][CH2:5][CH2:6][CH2:7][CH2:8][CH2:9][CH2:10][CH2:11][CH2:12][CH2:13][CH2:14][CH2:15][CH2:16][CH2:17][NH:18][c:19]1[cH:20][cH:21][c:22]([C:23](=[O:24])[OH:25])[cH:26][cH:27]1)([F:28])[F:29].[I:32][CH2:33][CH:34]([CH2:35][OH:36])[OH:37].[Na+:31].[OH-:30].[OH2:38]>>[F:1][C:2]([CH2:3][CH2:4][CH2:5][CH2:6][CH2:7][CH2:8][CH2:9][CH2:10][CH2:11][CH2:12][CH2:13][CH2:14][CH2:15][CH2:16][CH2:17][NH:18][c:19]1[cH:20][cH:21][c:22]([C:23](=[O:24])[O:25][CH2:33][CH:34]([CH2:35][OH:36])[OH:37])[cH:26][cH:27]1)([F:28])[F:29]. Starting materials: CCc1cnc(N2CCN(C(=O)c3cnc(F)c(C)c3)CC2)c(C)c1, CC1COC(=O)N1. Yields the product CCc1cnc(N2CCN(C(=O)c3cnc(N4C(=O)OCC4C)c(C)c3)CC2)c(C)c1. As a reaction SMILES: [CH2:1]([CH3:2])[c:3]1[cH:4][c:5]([CH3:25])[c:6]([N:9]2[CH2:10][CH2:11][N:12]([C:15](=[O:16])[c:17]3[cH:18][n:19][c:20]([F:24])[c:21]([CH3:23])[cH:22]3)[CH2:13][CH2:14]2)[n:7][cH:8]1.[CH3:26][CH:27]1[NH:28][C:29](=[O:32])[O:30][CH2:31]1>>[CH2:1]([CH3:2])[c:3]1[cH:4][c:5]([CH3:25])[c:6]([N:9]2[CH2:10][CH2:11][N:12]([C:15](=[O:16])[c:17]3[cH:18][n:19][c:20]([N:28]4[CH:27]([CH3:26])[CH2:31][O:30][C:29]4=[O:32])[c:21]([CH3:23])[cH:22]3)[CH2:13][CH2:14]2)[n:7][cH:8]1.